This data is from the Open Reaction Database (ORD), a public repository of structured organic reaction records. The task is: describe an organic reaction: reactants, conditions, products, and yield Reactants: O=C1CCC(=O)N1Br, Cc1ccc(COc2nc(N)nc(-c3ccco3)c2C#N)nc1, CN(C)C=O. Yields the product Cc1ccc(COc2nc(N)nc(-c3ccc(Br)o3)c2C#N)nc1. As a reaction SMILES: [Br:24][N:25]1[C:26](=[O:27])[CH2:28][CH2:29][C:30]1=[O:31].[NH2:1][c:2]1[n:3][c:4]([O:15][CH2:16][c:17]2[n:18][cH:19][c:20]([CH3:23])[cH:21][cH:22]2)[c:5]([C:13]#[N:14])[c:6](-[c:8]2[o:9][cH:10][cH:11][cH:12]2)[n:7]1.[O:32]=[CH:33][N:34]([CH3:35])[CH3:36]>>[NH2:1][c:2]1[n:3][c:4]([O:15][CH2:16][c:17]2[n:18][cH:19][c:20]([CH3:23])[cH:21][cH:22]2)[c:5]([C:13]#[N:14])[c:6](-[c:8]2[o:9][c:10]([Br:24])[cH:11][cH:12]2)[n:7]1. The reactants are Cc1cccc(C)c1C(=O)NCCC(C)N1CCC(N(Cc2cccc(C#N)c2)c2ccc(C(=O)O)cc2)CC1, C1CNCCN1. Product: Cc1cccc(C)c1C(=O)NCCC(C)N1CCC(N(Cc2cccc(C#N)c2)c2ccc(C(=O)N3CCNCC3)cc2)CC1. RXN SMILES: [C:1](#[N:2])[c:3]1[cH:4][c:5]([CH2:6][N:7]([c:8]2[cH:9][cH:10][c:11]([C:12](=[O:13])[OH:14])[cH:15][cH:16]2)[CH:17]2[CH2:18][CH2:19][N:20]([CH:23]([CH2:24][CH2:25][NH:26][C:27]([c:28]3[c:29]([CH3:35])[cH:30][cH:31][cH:32][c:33]3[CH3:34])=[O:36])[CH3:37])[CH2:21][CH2:22]2)[cH:38][cH:39][cH:40]1.[CH2:41]1[CH2:42][NH:43][CH2:44][CH2:45][NH:46]1>>[C:1](#[N:2])[c:3]1[cH:4][c:5]([CH2:6][N:7]([c:8]2[cH:9][cH:10][c:11]([C:12](=[O:14])[N:43]3[CH2:42][CH2:41][NH:46][CH2:45][CH2:44]3)[cH:15][cH:16]2)[CH:17]2[CH2:18][CH2:19][N:20]([CH:23]([CH2:24][CH2:25][NH:26][C:27]([c:28]3[c:29]([CH3:35])[cH:30][cH:31][cH:32][c:33]3[CH3:34])=[O:36])[CH3:37])[CH2:21][CH2:22]2)[cH:38][cH:39][cH:40]1. Reactants: Cc1cccc(C(=O)N2CCC(CO)CC2)c1, Cc1ccc(S(=O)(=O)Cl)cc1, c1ccncc1. The product is Cc1ccc(S(=O)(=O)OCC2CCN(C(=O)c3cccc(C)c3)CC2)cc1. As a reaction SMILES: [CH3:12][c:13]1[cH:14][c:15]([C:16](=[O:17])[N:18]2[CH2:19][CH2:20][CH:21]([CH2:24][OH:25])[CH2:22][CH2:23]2)[cH:26][cH:27][cH:28]1.[CH3:1][c:2]1[cH:3][cH:4][c:5]([S:8](=[O:9])(=[O:10])[Cl:11])[cH:6][cH:7]1.[cH:29]1[cH:30][cH:31][n:32][cH:33][cH:34]1>>[CH3:1][c:2]1[cH:3][cH:4][c:5]([S:8](=[O:9])(=[O:10])[O:25][CH2:24][CH:21]2[CH2:20][CH2:19][N:18]([C:16]([c:15]3[cH:14][c:13]([CH3:12])[cH:28][cH:27][cH:26]3)=[O:17])[CH2:23][CH2:22]2)[cH:6][cH:7]1.